From a dataset of the Open Reaction Database (ORD), a public repository of structured organic reaction records. describe an organic reaction: reactants, conditions, products, and yield The reactants are CC1(COS(C)(=O)=O)CCN(C(=O)OC(C)(C)C)CC1, CS(C)=O, CCOC(C)=O, N#C[K], O. Product: CC1(CC#N)CCN(C(=O)OC(C)(C)C)CC1. Reaction SMILES: [C:1]([CH3:2])([CH3:3])([CH3:4])[O:5][C:6](=[O:7])[N:8]1[CH2:9][CH2:10][C:11]([CH3:14])([CH2:15][O:16][S:17]([CH3:18])(=[O:19])=[O:20])[CH2:12][CH2:13]1.[CH3:24][S:25]([CH3:26])=[O:27].[CH3:28][CH2:29][O:30][C:31]([CH3:32])=[O:33].[K:21][C:22]#[N:23].[OH2:34]>>[C:1]([CH3:2])([CH3:3])([CH3:4])[O:5][C:6](=[O:7])[N:8]1[CH2:9][CH2:10][C:11]([CH3:14])([CH2:15][C:22]#[N:23])[CH2:12][CH2:13]1.